Dataset: the Open Reaction Database (ORD), a public repository of structured organic reaction records. Task: describe an organic reaction: reactants, conditions, products, and yield The solvent is C1(=CC=CC=C1)C (toluene), C([O-])([O-])=O.[Na+].[Na+] (sodium carbonate). Product: COCCOC1=NC(=NC=N1)OCCOC (2,4-bis(O-methoxypolyethylene glycol)-6-chloro-s-triazine). The yield is 1608.9%. Run at temperature 110 celsius. Reported procedure: In 100 ml of dry toluene containing 10 g of anhydrous sodium carbonate was dissolved 20 g of monomethoxypolyethylene glycol having an average molecular, weight of 4000 (Nippon Oil and Fats) and the solution was heated at 110° C. for 30 minutes. Then, 500 mg of cyanuric chloride was added and the mixture was heated at 110° C. for 24 hours. The reaction residue was filtered off, followed by addition of 300 ml of petroleum ether to cause precipitation. The precipitate was washed with several portio... As a reaction SMILES: [CH3:1][O:2][CH2:3][CH2:4][OH:5].[N:6]1[C:13](Cl)=[N:12][C:10](Cl)=[N:9][C:7]=1Cl>C1(C)C=CC=CC=1.C(=O)([O-])[O-].[Na+].[Na+]>[CH3:1][O:2][CH2:3][CH2:4][O:5][C:7]1[N:9]=[CH:10][N:12]=[C:13]([O:5][CH2:4][CH2:3][O:2][CH3:1])[N:6]=1 |f:3.4.5|. Reactants: COCCO (monomethoxypolyethylene glycol), N1=C(Cl)N=C(Cl)N=C1Cl (cyanuric chloride). Starting materials: aqueous solution, N([C@@H](CCC(O)=O)C(=O)OC)C(=O)OCC1=CC=CC=C1 (Z-Glu-OMe), N[C@@H](C)C(=O)N[C@@H](C)C(=O)O (Ala-Ala-OH), Glu-C, N([C@@H](CCC(O)=O)C(=O)OC)C(=O)OCC1=CC=CC=C1 (Z-Glu-OMe). Yields the product N([C@@H](CCC(O)=O)C(=O)N[C@@H](C)C(=O)N[C@@H](C)C(=O)O)C(=O)OCC1=CC=CC=C1 (Z-Glu-Ala-Ala-OH). As a reaction SMILES: [NH:1]([C:12]([O:14][CH2:15][C:16]1[CH:21]=[CH:20][CH:19]=[CH:18][CH:17]=1)=[O:13])[C@H:2]([C:8]([O:10]C)=O)[CH2:3][CH2:4][C:5](=[O:7])[OH:6].[NH2:22][C@H:23]([C:25]([NH:27][C@H:28]([C:30]([OH:32])=[O:31])[CH3:29])=[O:26])[CH3:24]>>[NH:1]([C:12]([O:14][CH2:15][C:16]1[CH:21]=[CH:20][CH:19]=[CH:18][CH:17]=1)=[O:13])[C@H:2]([C:8]([NH:22][C@H:23]([C:25]([NH:27][C@H:28]([C:30]([OH:32])=[O:31])[CH3:29])=[O:26])[CH3:24])=[O:10])[CH2:3][CH2:4][C:5](=[O:7])[OH:6]. Procedure details: 0.2 ml of aqueous solution containing 2 mM Z-Glu-OMe, 50 mMH-Ala-Ala-OH, 25 mMNaOH and 5 mg/ml endoproteinase Glu-C are deep-frozen. Subsequently the reaction mixture is kept at -25° C. until the Z-Glu-OMe is consumed. Following thawing, the yield is determined analytically by RP-HPLC and amounts to 76% of theory. Yields the product Cc1ccc(Oc2ccccc2)c([N+](=O)[O-])c1. Reactants: Cc1ccc(Cl)c([N+](=O)[O-])c1, [Na+], [O-]c1ccccc1, CN(C)C=O, O, O, O. Reaction SMILES: [Cl:12][c:13]1[c:14]([N+:20](=[O:21])[O-:22])[cH:15][c:16]([CH3:19])[cH:17][cH:18]1.[Na+:11].[O-:4][c:5]1[cH:6][cH:7][cH:8][cH:9][cH:10]1.[O:23]=[CH:24][N:25]([CH3:26])[CH3:27].[OH2:1].[OH2:2].[OH2:3]>>[O:4]([c:5]1[cH:6][cH:7][cH:8][cH:9][cH:10]1)[c:13]1[c:14]([N+:20](=[O:21])[O-:22])[cH:15][c:16]([CH3:19])[cH:17][cH:18]1. Starting materials: BrC=1C=C(C(=C(C(=O)OC)C1)C)NC1CCOCC1 (methyl 5-bromo-2-methyl-3-[(oxan-4-yl)amino]benzoate), C=O (paraformaldehyde), C(C)(=O)O[BH-](OC(C)=O)OC(C)=O.[Na+] (sodium triacetoxyborohydride), C=O (paraformaldehyde), C(C)(=O)O[BH-](OC(C)=O)OC(C)=O.[Na+] (sodium triacetoxyborohydride), C(C)(=O)O (acetic acid). The solvent is ClCCCl (DCE). Run at time 18 hour. Product: BrC=1C=C(C(=C(C(=O)OC)C1)C)N(C1CCOCC1)C (methyl 5-bromo-2-methyl-3-[methyl(oxan-4-yl)amino]benzoate). Isolated yield 58.1%. Reaction SMILES: [Br:1][C:2]1[CH:3]=[C:4]([NH:13][CH:14]2[CH2:19][CH2:18][O:17][CH2:16][CH2:15]2)[C:5]([CH3:12])=[C:6]([CH:11]=1)[C:7]([O:9][CH3:10])=[O:8].C=O.[C:22](O)(=O)C.C(O[BH-](OC(=O)C)OC(=O)C)(=O)C.[Na+]>ClCCCl>[Br:1][C:2]1[CH:3]=[C:4]([N:13]([CH3:22])[CH:14]2[CH2:19][CH2:18][O:17][CH2:16][CH2:15]2)[C:5]([CH3:12])=[C:6]([CH:11]=1)[C:7]([O:9][CH3:10])=[O:8] |f:3.4|. Reported procedure: To a stirred solution of methyl 5-bromo-2-methyl-3-[(oxan-4-yl)amino]benzoate (1.20 g, 3.66 mmol) in DCE (10 ml) under a nitrogen atmosphere was added paraformaldehyde (659 mg, 21.9 mmol) followed by acetic acid (1.26 ml, 21.9 mmol) and the reaction was left to stir for 5 min before the addition of sodium triacetoxyborohydride (4.65 g, 21.9 mmol). The reaction was stirred for 16 h at room temperature after which time additional paraformaldehyde (325 mg, 10.8 mmol) and sodium triacetoxyborohydrid... Reactants: C(=O)(OC(C)(C)C)N[C@@H](CSC(C1=CC=CC=C1)(C1=CC=CC=C1)C1=CC=CC=C1)C(=O)O (N-Boc-S-trityl cysteine), C=1C=CC2=C(C1)N=NN2O (HOBT), N(=[N+]=[N-])C=1C=C(C=CC1)C1=CC(=CC=C1)C(=O)OC(C)(C)C (3-Azido-3'-tert-butoxycarbonylbiphenyl), CCN=C=NCCCN(C)C (EDCI). The reagents and catalysts are [Pd] (palladium on barium sulfate). Solvent: CO (methanol). Conditions: time 5 hour. Product: C(=O)(OC(C)(C)C)N[C@@H](CSC(C1=CC=CC=C1)(C1=CC=CC=C1)C1=CC=CC=C1)C(=O)C1=C(C=CC=C1CN)C1=CC(=CC=C1)C(=O)OC(C)(C)C (N-Boc-S-trityl-cysteinyl-3-aminomethyl-3'-tert-butoxycarbonylbiphenyl). Isolated yield 44.0%. As a reaction SMILES: N([C:4]1[CH:5]=[C:6]([C:10]2[CH:15]=[CH:14][CH:13]=[C:12]([C:16]([O:18][C:19]([CH3:22])([CH3:21])[CH3:20])=[O:17])[CH:11]=2)[CH:7]=[CH:8][CH:9]=1)=[N+]=[N-].[C:23]([NH:30][C@H:31]([C:53]([OH:55])=O)[CH2:32][S:33][C:34]([C:47]1[CH:52]=[CH:51][CH:50]=[CH:49][CH:48]=1)([C:41]1[CH:46]=[CH:45][CH:44]=[CH:43][CH:42]=1)[C:35]1[CH:40]=[CH:39][CH:38]=[CH:37][CH:36]=1)([O:25][C:26]([CH3:29])([CH3:28])[CH3:27])=[O:24].C[CH2:57][N:58]=C=NCCCN(C)C.C1C=CC2N(O)N=NC=2C=1>CO.[Pd]>[C:23]([NH:30][C@H:31]([C:53]([C:5]1[C:4]([CH2:57][NH2:58])=[CH:9][CH:8]=[CH:7][C:6]=1[C:10]1[CH:15]=[CH:14][CH:13]=[C:12]([C:16]([O:18][C:19]([CH3:22])([CH3:21])[CH3:20])=[O:17])[CH:11]=1)=[O:55])[CH2:32][S:33][C:34]([C:35]1[CH:40]=[CH:39][CH:38]=[CH:37][CH:36]=1)([C:47]1[CH:52]=[CH:51][CH:50]=[CH:49][CH:48]=1)[C:41]1[CH:42]=[CH:43][CH:44]=[CH:45][CH:46]=1)([O:25][C:26]([CH3:27])([CH3:28])[CH3:29])=[O:24]. Reported procedure: Compound 20 (0.75 g, 2.43 mmol) was dissolved in 30 mL of methanol. A catalytic amount of 5% palladium on barium sulfate (0.30 g) was added. The mixture was hydrogenated at 1 atm for 5 hr. The catalyst was removed by filtration and the methanol was evaporated. This residue was dissolved in 40 mL of methylene chloride. N-Boc-S-trityl cysteine (1.12 g, 2.43 mmol) was added at 0° C. followed by EDCI (1 eq) and HOBT (1 eq). The mixture was stirred for 24 hr. After workup and evaporation of solvents,... Reactants: C(C)OC(CC=1C=NC(=C(C1)Br)OC)=O ((5-Bromo-6-methoxy-pyridin-3-yl)-acetic acid ethyl ester), IC (iodomethane). Reagents/catalysts: C([O-])([O-])=O.[Ag+2] (Silver carbonate). The solvent is C(Cl)(Cl)Cl (CHCl3). Run at temperature 55 celsius, time 2.5 hour. Product: C(C)OC(CC=1C=NC(=C(C1)Br)O)=O ((5-bromo-6-hydroxy-pyridin-3-yl)-acetic acid ethyl ester). RXN SMILES: [CH2:1]([O:3][C:4](=[O:15])[CH2:5][C:6]1[CH:7]=[N:8][C:9]([O:13]C)=[C:10]([Br:12])[CH:11]=1)[CH3:2].IC>C(Cl)(Cl)Cl.C(=O)([O-])[O-].[Ag+2]>[CH2:1]([O:3][C:4](=[O:15])[CH2:5][C:6]1[CH:7]=[N:8][C:9]([OH:13])=[C:10]([Br:12])[CH:11]=1)[CH3:2] |f:3.4|. Procedure: (5-Bromo-6-methoxy-pyridin-3-yl)-acetic acid ethyl ester (5.02 mmol) was dissolved in CHCl3 (17 mL). Silver carbonate (1.58 g, 5.7 mmol) and iodomethane (0.82 mL, 13.14 mmol) were added, and the reaction was stirred at 55° C. for 2.5 hours. The mixture was filtered through Celite, and the filtrate was concentrated and purified by silica gel chromatography (0-60% EtOAc in hexanes) to give (5-bromo-6-hydroxy-pyridin-3-yl)-acetic acid ethyl ester. Reactants: N1CCCCC1 (piperidine), C(C)(=O)O (acetic acid), CC(C)(C)OC(C=CC1=C(C=CC=C1)C=O)=O (3-(2-formylphenyl)propenoic acid 1,1-dimethylethyl ester), C(CC(=O)C)(=O)OC (methyl acetoacetate), 1h. The solvent is C(C)(C)O (isopropanol). Product: CC(C)(OC(C=CC1=C(C=CC=C1)C=C(C(=O)OC)C(C)=O)=O)C (2-(2-(3-(1,1-Dimethylethoxy)-3-oxo-1-propenyl)phenyl)methylene-3-oxo-butanoic acid, methyl ester). The yield is 57.9%. RXN SMILES: N1CCCCC1.C(O)(=O)C.[CH3:11][C:12]([O:15][C:16](=[O:27])[CH:17]=[CH:18][C:19]1[CH:24]=[CH:23][CH:22]=[CH:21][C:20]=1[CH:25]=O)([CH3:14])[CH3:13].[C:28]([O:34][CH3:35])(=[O:33])[CH2:29][C:30]([CH3:32])=[O:31]>C(O)(C)C>[CH3:11][C:12]([CH3:14])([O:15][C:16](=[O:27])[CH:17]=[CH:18][C:19]1[CH:24]=[CH:23][CH:22]=[CH:21][C:20]=1[CH:25]=[C:29]([C:30](=[O:31])[CH3:32])[C:28]([O:34][CH3:35])=[O:33])[CH3:13]. Procedure: A solution of piperidine (0.11 g) and acetic acid (0.078 g) in iospropanol (1 ml) was added to a solution of 3-(2-formylphenyl)propenoic acid 1,1-dimethylethyl ester (5.2 g) and methyl acetoacetate (2.55 g) in isopropanol (15 ml). The mixture was stirred at 60° C. for 1h, then the solvent was evaporated and the residue taken up with ether (100 ml). The solution was washed with 1N HCl, water, with saturated bicarbonate solution, then water again and dried over Na2SO4. Evaporation of the solvent g... The reactants are COCCCN1CCOc2ccc(COC3CN(C(=O)OCc4ccccc4)C(CCN)CC3c3ccc(OC)cc3)cc21, O=C(O)c1ccccc1. Yields the product COCCCN1CCOc2ccc(COC3CN(C(=O)OCc4ccccc4)C(CCNC(=O)c4ccccc4)CC3c3ccc(OC)cc3)cc21. Reaction SMILES: [CH2:1]([c:2]1[cH:3][cH:4][cH:5][cH:6][cH:7]1)[O:8][C:9](=[O:10])[N:11]1[CH:12]([CH2:42][CH2:43][NH2:44])[CH2:13][CH:14]([c:34]2[cH:35][cH:36][c:37]([O:40][CH3:41])[cH:38][cH:39]2)[CH:15]([O:17][CH2:18][c:19]2[cH:20][cH:21][c:22]3[c:23]([cH:33]2)[N:24]([CH2:28][CH2:29][CH2:30][O:31][CH3:32])[CH2:25][CH2:26][O:27]3)[CH2:16]1.[OH:45][C:46](=[O:47])[c:48]1[cH:49][cH:50][cH:51][cH:52][cH:53]1>>[CH2:1]([c:2]1[cH:3][cH:4][cH:5][cH:6][cH:7]1)[O:8][C:9](=[O:10])[N:11]1[CH:12]([CH2:42][CH2:43][NH:44][C:46](=[O:45])[c:48]2[cH:49][cH:50][cH:51][cH:52][cH:53]2)[CH2:13][CH:14]([c:34]2[cH:35][cH:36][c:37]([O:40][CH3:41])[cH:38][cH:39]2)[CH:15]([O:17][CH2:18][c:19]2[cH:20][cH:21][c:22]3[c:23]([cH:33]2)[N:24]([CH2:28][CH2:29][CH2:30][O:31][CH3:32])[CH2:25][CH2:26][O:27]3)[CH2:16]1. Reactants: CC1=C(C(=O)O)C=C(C=C1)CNC(=O)C(F)(F)F (2-methyl-5-(trifluoromethylcarbonylamino-methyl)benzoic acid), [OH-].[Na+] (NaOH), Cl (HCl). Solvent: C1CCOC1 (THF). Conditions: time 3 hour. Yields the product Cl.NCC=1C=CC(=C(C(=O)O)C1)C (5-(Aminomethyl)-2-methylbenzoic acid hydrochloride), [Na+].[Cl-] (NaCl). RXN SMILES: [CH3:1][C:2]1[CH:10]=[CH:9][C:8]([CH2:11][NH:12]C(C(F)(F)F)=O)=[CH:7][C:3]=1[C:4]([OH:6])=[O:5].[OH-].[Na+:20].[ClH:21]>C1COCC1>[ClH:21].[NH2:12][CH2:11][C:8]1[CH:9]=[CH:10][C:2]([CH3:1])=[C:3]([CH:7]=1)[C:4]([OH:6])=[O:5].[Na+:20].[Cl-:21] |f:1.2,5.6,7.8|. Procedure: A mixture of 2-methyl-5-(trifluoromethylcarbonylamino-methyl)benzoic acid (15 mmol; 4.00 g), 1 M NaOH (36 mL) and THF (40 mL) was stirred at rt for 3 h. 4 M aq. HCl solution (5 mL) was added. Concentration under reduced pressure gave the sub-title compound as a mixture with NaCl which was used without further purification in the next step.